From a dataset of the Open Reaction Database (ORD), a public repository of structured organic reaction records. describe an organic reaction: reactants, conditions, products, and yield Product: N#Cc1cc(F)c(C(=O)Nc2ccnc(Br)c2)c(Cl)c1. RXN SMILES: [CH3:34][C:35]#[N:36].[CH:9]([N:10]([CH:11]([CH3:12])[CH3:13])[CH2:14][CH3:15])([CH3:16])[CH3:17].[Cl:18][c:19]1[c:20]([C:21](=[O:22])[Cl:23])[c:24]([F:30])[cH:25][c:26]([C:28]#[N:29])[cH:27]1.[Cl:31][CH2:32][Cl:33].[NH2:1][c:2]1[cH:3][c:4]([Br:8])[n:5][cH:6][cH:7]1>>[NH:1]([c:2]1[cH:3][c:4]([Br:8])[n:5][cH:6][cH:7]1)[C:21]([c:20]1[c:19]([Cl:18])[cH:27][c:26]([C:28]#[N:29])[cH:25][c:24]1[F:30])=[O:22]. Reactants: CC#N, CCN(C(C)C)C(C)C, N#Cc1cc(F)c(C(=O)Cl)c(Cl)c1, ClCCl, Nc1ccnc(Br)c1. Reactants: C(C)C1(C(OCC2=C1C=C1C=3N=C4C(=C(C3CN1C2=O)CC[Si](C)(C)CCCO)C=CC=C4)=O)OC(OCC4=CC=CC=C4)=O (Carbonic acid benzyl ester 4-ethyl-11-{2-[(3-hydroxy-propyl)-dimethyl-silanyl]-ethyl}-3,13-dioxo-3,4,12,13-tetrahydro-1H-2-oxa-6,12a-diaza-dibenzo[b,h]fluoren-4-yl ester), C(C1=CC=CC=C1)(=O)Cl (benzoyl chloride). Reagents/catalysts: CN(C1=CC=NC=C1)C (4-dimethylaminopyridine). Run in ClCCl (dichloromethane). Conditions: temperature 21 celsius, time 5 hour. The product is C(C1=CC=CC=C1)OC(=O)OC1(C(OCC2=C1C=C1C=3N=C4C(=C(C3CN1C2=O)CC[Si](CCCOC(C2=CC=CC=C2)=O)(C)C)C=CC=C4)=O)CC (Benzoic acid 3-{[2-(4-benzyloxycarbonyloxy-4-ethyl-3,13-dioxo-3,4,12,13-tetrahydro-1H-2-oxa-6,12a-diaza-dibenzo[b,h]fluoren-11-yl)-ethyl]-dimethyl-silanyl}-propyl ester). RXN SMILES: [CH2:1]([C:3]1([O:35][C:36](=[O:45])[O:37][CH2:38][C:39]2[CH:44]=[CH:43][CH:42]=[CH:41][CH:40]=2)[C:8]2[CH:9]=[C:10]3[N:18]([C:19](=[O:20])[C:7]=2[CH2:6][O:5][C:4]1=[O:34])[CH2:17][C:16]1[C:15]([CH2:21][CH2:22][Si:23]([CH2:26][CH2:27][CH2:28][OH:29])([CH3:25])[CH3:24])=[C:14]2[CH:30]=[CH:31][CH:32]=[CH:33][C:13]2=[N:12][C:11]3=1)[CH3:2].[C:46](Cl)(=[O:53])[C:47]1[CH:52]=[CH:51][CH:50]=[CH:49][CH:48]=1>CN(C)C1C=CN=CC=1.ClCCl>[CH2:38]([O:37][C:36]([O:35][C:3]1([CH2:1][CH3:2])[C:8]2[CH:9]=[C:10]3[N:18]([C:19](=[O:20])[C:7]=2[CH2:6][O:5][C:4]1=[O:34])[CH2:17][C:16]1[C:15]([CH2:21][CH2:22][Si:23]([CH3:25])([CH3:24])[CH2:26][CH2:27][CH2:28][O:29][C:46](=[O:53])[C:47]2[CH:52]=[CH:51][CH:50]=[CH:49][CH:48]=2)=[C:14]2[CH:30]=[CH:31][CH:32]=[CH:33][C:13]2=[N:12][C:11]3=1)=[O:45])[C:39]1[CH:40]=[CH:41][CH:42]=[CH:43][CH:44]=1. Reported procedure: A mixture of Compound 53 (200 mg, 0.32 mmol), 4-dimethylaminopyridine (78 mg, 0.64 mmol), and benzoyl chloride (55 μL, 0.48 mmol) in 6.4 mL of dichloromethane was stirred at 21° C. for 5 hours. The reaction was quenched with saturated sodium bicarbonate solution, and aqueous layer was extracted with dichloromethane. The combined organic layers were dried over sodium sulfate and concentrated to afford a crude product, which was chromatographed to give the desired product.